Dataset: the Open Reaction Database (ORD), a public repository of structured organic reaction records. Task: describe an organic reaction: reactants, conditions, products, and yield Starting materials: Br (HBr), C(C)OC(=O)NC1C(N(C2=C(C(=N1)C1=NC=CC=C1)C=CC=C2)CC(=O)C(C)(C)C)=O ((3RS)-Ethyloxycarbonylamino-1-(tert-butylcarbonylmethyl)-2,3-dihydro-5-(2-pyridyl)-1H-1,4-benzodiazepin-2-one). The solvent is C(Cl)Cl (DCM). Conditions: time 64 hour. Product: NC1C(N(C2=C(C(=N1)C1=NC=CC=C1)C=CC=C2)CC(=O)C(C)(C)C)=O ((3RS)-Amino-1-(tert-butylcarbonylmethyl)-2,3-dihydro-5-(2-pyridyl)-1H-1,4-benzodiazepin-2-one). Isolated yield 90.6%. Reaction SMILES: C(OC([NH:6][CH:7]1[N:13]=[C:12]([C:14]2[CH:19]=[CH:18][CH:17]=[CH:16][N:15]=2)[C:11]2[CH:20]=[CH:21][CH:22]=[CH:23][C:10]=2[N:9]([CH2:24][C:25]([C:27]([CH3:30])([CH3:29])[CH3:28])=[O:26])[C:8]1=[O:31])=O)C.Br>C(Cl)Cl>[NH2:6][CH:7]1[N:13]=[C:12]([C:14]2[CH:19]=[CH:18][CH:17]=[CH:16][N:15]=2)[C:11]2[CH:20]=[CH:21][CH:22]=[CH:23][C:10]=2[N:9]([CH2:24][C:25]([C:27]([CH3:29])([CH3:28])[CH3:30])=[O:26])[C:8]1=[O:31]. Reported procedure: (3RS)-Ethyloxycarbonylamino-1-(tert-butylcarbonylmethyl)-2,3-dihydro-5-(2-pyridyl)-1H-1,4-benzodiazepin-2-one (IV, 250 mg, 0.592 mmol) was taken up in dry DCM (10 ml) at 0° C. and saturated with dry HBr gas. The mixture was stoppered and stirred at r.t. for 64 h. The solvent was evaporated and the product partitioned between 1M HCl and EtOAc. The acid portion was basified and extracted with CHCl3 (×3). The extracts were combined and washed with brine, dried and evaporated to give a brown foam (1... The reactants are CC1=NOC(=N1)C1=C(N=C(S1)N)C1=CC=CC=C1 (5-(3-methyl-[1,2,4]oxadiazol-5-yl)-4-phenyl-thiazol-2-ylamine), S1C=C(C=C1)C(=O)Cl (thiophene-3-carbonyl chloride). Product: CC1=NOC(=N1)C1=C(N=C(S1)NC(=O)C1=CSC=C1)C1=CC=CC=C1 (Thiophene-3-carboxylic acid [5-(3-methyl-[1,2,4]oxadiazol-5-yl)-4-phenyl-thiazol-2-yl]-amide). As a reaction SMILES: [CH3:1][C:2]1[N:6]=[C:5]([C:7]2[S:11][C:10]([NH2:12])=[N:9][C:8]=2[C:13]2[CH:18]=[CH:17][CH:16]=[CH:15][CH:14]=2)[O:4][N:3]=1.[S:19]1[CH:23]=[CH:22][C:21]([C:24](Cl)=[O:25])=[CH:20]1>>[CH3:1][C:2]1[N:6]=[C:5]([C:7]2[S:11][C:10]([NH:12][C:24]([C:21]3[CH:22]=[CH:23][S:19][CH:20]=3)=[O:25])=[N:9][C:8]=2[C:13]2[CH:14]=[CH:15][CH:16]=[CH:17][CH:18]=2)[O:4][N:3]=1. Procedure: Prepared from 5-(3-methyl-[1,2,4]oxadiazol-5-yl)-4-phenyl-thiazol-2-ylamine and thiophene-3-carbonyl chloride. The reactants are O=C(OCc1ccccc1)N1CCN(c2nc3c([N+](=O)[O-])cccc3o2)CC1, CCO, CO, ClCCl, Cl, [Na+], [OH-], Cl[Sn]Cl. Yields the product Nc1cccc2oc(N3CCN(C(=O)OCc4ccccc4)CC3)nc12. As a reaction SMILES: [CH2:1]([c:2]1[cH:3][cH:4][cH:5][cH:6][cH:7]1)[O:8][C:9](=[O:10])[N:11]1[CH2:12][CH2:13][N:14]([c:17]2[o:18][c:19]3[c:20]([n:21]2)[c:22]([N+:26]([O-:27])=[O:28])[cH:23][cH:24][cH:25]3)[CH2:15][CH2:16]1.[CH3:35][CH2:36][OH:37].[CH3:38][OH:39].[Cl:40][CH2:41][Cl:42].[ClH:32].[Na+:34].[OH-:33].[Sn:29]([Cl:30])[Cl:31]>>[CH2:1]([c:2]1[cH:3][cH:4][cH:5][cH:6][cH:7]1)[O:8][C:9](=[O:10])[N:11]1[CH2:12][CH2:13][N:14]([c:17]2[o:18][c:19]3[c:20]([n:21]2)[c:22]([NH2:26])[cH:23][cH:24][cH:25]3)[CH2:15][CH2:16]1. Starting materials: O1CCC2=C1C=CC=C2NC2=C(C=NC1=C(C=C(C=C21)S(=O)(=O)CCO)C)C(=O)N (4-(2,3-Dihydro-1-benzofuran-4-ylamino)-6-[(2-hydroxyethyl)sulfonyl]-8-methyl-3-quinolinecarboxamide), [H-].[Na+] (sodium hydride), CI (methyl iodide). The solvent is CN(C=O)C (N,N-dimethylformamide). Reaction conditions: time 18 hour. Yields the product O1CCC2=C1C=CC=C2NC2=C(C=NC1=C(C=C(C=C21)S(=O)(=O)CCOC)C)C(=O)N (4-(2,3-Dihydro-1-benzofuran-4-ylamino)-8-methyl-6-{[2-(methyloxy)ethyl]sulfonyl}-3-quinolinecarboxamide). As a reaction SMILES: [O:1]1[C:5]2[CH:6]=[CH:7][CH:8]=[C:9]([NH:10][C:11]3[C:20]4[C:15](=[C:16]([CH3:27])[CH:17]=[C:18]([S:21]([CH2:24][CH2:25][OH:26])(=[O:23])=[O:22])[CH:19]=4)[N:14]=[CH:13][C:12]=3[C:28]([NH2:30])=[O:29])[C:4]=2[CH2:3][CH2:2]1.[H-].[Na+].[CH3:33]I>CN(C)C=O>[O:1]1[C:5]2[CH:6]=[CH:7][CH:8]=[C:9]([NH:10][C:11]3[C:20]4[C:15](=[C:16]([CH3:27])[CH:17]=[C:18]([S:21]([CH2:24][CH2:25][O:26][CH3:33])(=[O:22])=[O:23])[CH:19]=4)[N:14]=[CH:13][C:12]=3[C:28]([NH2:30])=[O:29])[C:4]=2[CH2:3][CH2:2]1 |f:1.2|. Procedure: To a solution of Example 523 (0.018 g) in dry N,N-dimethylformamide (1 ml) under nitrogen was added sodium hydride (60% dispersion in mineral oil, 0.0017 g). The mixture was stirred at room temperature for 10 min when methyl iodide (0.0026 ml) was added, stirring was continued for 18 h at room temperature and the solvent evaporated in vacuo. The residue was partitioned between ethyl acetate and water and the organic layer dried (MgSO4) and evaporated. The crude product was purified using mass di... Starting materials: CCO, CCOC(=O)CC1(O)CCc2c(F)cc(F)cc21, [Na+], [OH-]. The product is O=C(O)CC1(O)CCc2c(F)cc(F)cc21. RXN SMILES: [CH3:21][CH2:22][OH:23].[F:1][c:2]1[c:3]2[c:7]([cH:8][c:9]([F:11])[cH:10]1)[C:6]([OH:12])([CH2:13][C:14](=[O:15])[O:16][CH2:17][CH3:18])[CH2:5][CH2:4]2.[Na+:20].[OH-:19]>>[F:1][c:2]1[c:3]2[c:7]([cH:8][c:9]([F:11])[cH:10]1)[C:6]([OH:12])([CH2:13][C:14](=[O:15])[OH:16])[CH2:5][CH2:4]2. Starting materials: BrCC(=O)Br (bromoacetyl bromide), C(CCCCCCCCCCCCCCCCC)N (octadecylamine), C(=O)([O-])[O-].[K+].[K+] (K2CO3). Run in C(Cl)Cl (CH2Cl2), C(Cl)Cl (CH2Cl2), O (H2O). The product is BrCC(=O)NCCCCCCCCCCCCCCCCCC (2-Bromo-N-octadecylacetamide). Isolated yield 70.0%. As a reaction SMILES: [Br:1][CH2:2][C:3](Br)=[O:4].[CH2:6]([NH2:24])[CH2:7][CH2:8][CH2:9][CH2:10][CH2:11][CH2:12][CH2:13][CH2:14][CH2:15][CH2:16][CH2:17][CH2:18][CH2:19][CH2:20][CH2:21][CH2:22][CH3:23].C([O-])([O-])=O.[K+].[K+]>C(Cl)Cl.O>[Br:1][CH2:2][C:3]([NH:24][CH2:6][CH2:7][CH2:8][CH2:9][CH2:10][CH2:11][CH2:12][CH2:13][CH2:14][CH2:15][CH2:16][CH2:17][CH2:18][CH2:19][CH2:20][CH2:21][CH2:22][CH3:23])=[O:4] |f:2.3.4|. Reported procedure: A solution of bromoacetyl bromide (44.4 g; 0.22 mol) in CH2Cl2 (50 mL) was added dropwise in 2.5 h at 20° C. to a mixture of octadecylamine (59.3 g; 0.22 mol) and K2CO3 (30.4 g; 0.22 mol) in CH2Cl2 (600 mL) and H2O (600 mL). After 16 h at room temperature the organic layer was separated, washed with H2O, dried over Na2SO4 and evaporated. The crude product was purified by flash chromatography (CH2Cl2/MeOH=100/1 (v/v)) to give the desired product (60 g; 0.154 mol). Yield 70%. GC: 96% (area %), K.F... Starting materials: NC1=CC=C2C(=N1)C(=CN2)C2CCN(CC2)C (5-amino-3-(1-methylpiperidin-4-yl)pyrrolo[3,2-b]pyridine), FC=1C=C(C(=O)Cl)C=CC1F (3,4-difluorobenzoyl chloride). Yields the product FC=1C=C(C(=O)NC2=CC=C3C(=N2)C(=CN3)C3CCN(CC3)C)C=CC1F (5-(N-[3,4-difluorobenzoyl]amino)-3-(1-methylpiperidin-4-yl)pyrrolo[3,2-b]pyridine). Yield: 85.9%. RXN SMILES: [NH2:1][C:2]1[N:7]=[C:6]2[C:8]([CH:11]3[CH2:16][CH2:15][N:14]([CH3:17])[CH2:13][CH2:12]3)=[CH:9][NH:10][C:5]2=[CH:4][CH:3]=1.[F:18][C:19]1[CH:20]=[C:21]([CH:25]=[CH:26][C:27]=1[F:28])[C:22](Cl)=[O:23]>>[F:18][C:19]1[CH:20]=[C:21]([CH:25]=[CH:26][C:27]=1[F:28])[C:22]([NH:1][C:2]1[N:7]=[C:6]2[C:8]([CH:11]3[CH2:16][CH2:15][N:14]([CH3:17])[CH2:13][CH2:12]3)=[CH:9][NH:10][C:5]2=[CH:4][CH:3]=1)=[O:23]. Procedure: Beginning with 0.010 gm (0.044 mMol) 5-amino-3-(1-methylpiperidin-4-yl)pyrrolo[3,2-b]pyridine and 0.007 mL (0.055 mMol) 3,4-difluorobenzoyl chloride, 0.014 gm (80%) of the title compound were prepared essentially by the procedure described in Example 7.